Dataset: the Open Reaction Database (ORD), a public repository of structured organic reaction records. Task: describe an organic reaction: reactants, conditions, products, and yield Starting materials: CNN (Methyl hydrazine), C1(=CC=CC2=CC=CC=C12)CN1C=C(C(=C1)C(=O)OCC)C(=O)OCC (diethyl 1-(1-naphthalenylmethyl)pyrrole-3,4-dicarboxylate). The solvent is C(C)O (ethanol). Conditions: temperature 200 celsius. The product is CN1NC(C=2C(C1=O)=CN(C2)CC2=CC=CC1=CC=CC=C21)=O (2,3-Dihydro-2-methyl-6-(1-naphthalenylmethyl)-1H-pyrrolo[3,4-d]pyridazin-1,4(6H)-dione). As a reaction SMILES: [CH3:1][NH:2][NH2:3].[C:4]1([CH2:14][N:15]2[CH:19]=[C:18]([C:20](OCC)=[O:21])[C:17]([C:25](OCC)=[O:26])=[CH:16]2)[C:13]2[C:8](=[CH:9][CH:10]=[CH:11][CH:12]=2)[CH:7]=[CH:6][CH:5]=1>C(O)C>[CH3:1][N:2]1[C:25](=[O:26])[C:17]2=[CH:16][N:15]([CH2:14][C:4]3[C:13]4[C:8](=[CH:9][CH:10]=[CH:11][CH:12]=4)[CH:7]=[CH:6][CH:5]=3)[CH:19]=[C:18]2[C:20](=[O:21])[NH:3]1. Reported procedure: Methyl hydrazine (0.55 ml) was added to a solution of diethyl 1-(1-naphthalenylmethyl)pyrrole-3,4-dicarboxylate (1.00 g) in ethanol (10 ml). The mixture was heated at 200° C. in a sealed tube for 3 days. The mixture was evaporated and the residue was purified by column chromatography, eluting with ethyl acetate:methanol (19:1). The resulting solid was suspended in ethyl acetate (25 ml), heated to reflux, and allowed to cool to ambient temperature. The title compound (0.105 g) was collected by fi... The reactants are CC(C)(C)OC(=O)CNC(=O)C1=C(O)c2cc(Cl)ccc2C(C)(c2ccc(Cl)cc2)C1=O, O=C(O)C(F)(F)F. Yields the product CC1(c2ccc(Cl)cc2)C(=O)C(C(=O)NCC(=O)O)=C(O)c2cc(Cl)ccc21. Reaction SMILES: [Cl:1][c:2]1[cH:3][c:4]2[c:9]([cH:10][cH:11]1)[C:8]([CH3:12])([c:13]1[cH:14][cH:15][c:16]([Cl:19])[cH:17][cH:18]1)[C:7](=[O:20])[C:6]([C:21](=[O:22])[NH:23][CH2:24][C:25](=[O:26])[O:27][C:28]([CH3:29])([CH3:30])[CH3:31])=[C:5]2[OH:32].[F:33][C:34]([F:35])([F:36])[C:37]([OH:38])=[O:39]>>[Cl:1][c:2]1[cH:3][c:4]2[c:9]([cH:10][cH:11]1)[C:8]([CH3:12])([c:13]1[cH:14][cH:15][c:16]([Cl:19])[cH:17][cH:18]1)[C:7](=[O:20])[C:6]([C:21](=[O:22])[NH:23][CH2:24][C:25](=[O:26])[OH:27])=[C:5]2[OH:32].